From a dataset of the Open Reaction Database (ORD), a public repository of structured organic reaction records. describe an organic reaction: reactants, conditions, products, and yield The reactants are ClC1=NC=CC2=CC=CC=C12 (1-chloro-isoquinoline), C(C)(C)(C)OC(=O)N1CCC(CC1)N (4-amino-piperidine-1-carboxylic acid tert-butyl ester), O([K])C(C)(C)C (KOtert-Bu), (R)-(−)-1-[(S)-2-(dicyclohexyl-phosphino)-ferrocenyl]ethyl-di-tert-butylphosphine. The reagents and catalysts are C(C)(=O)[O-].[Pd+2].C(C)(=O)[O-] (palladium(II) acetate). Run in C(OC)COC (dimethoxyethane). Conditions: temperature 90 celsius, time 4 hour. The product is C(C)(C)(C)OC(=O)N1CCC(CC1)NC1=NC=CC2=CC=CC=C12 (4-(Isoquinolin-1-ylamino)-piperidine-1-carboxylic acid tert-butyl ester). RXN SMILES: Cl[C:2]1[C:11]2[C:6](=[CH:7][CH:8]=[CH:9][CH:10]=2)[CH:5]=[CH:4][N:3]=1.[C:12]([O:16][C:17]([N:19]1[CH2:24][CH2:23][CH:22]([NH2:25])[CH2:21][CH2:20]1)=[O:18])([CH3:15])([CH3:14])[CH3:13].O(C(C)(C)C)[K]>C(COC)OC.C([O-])(=O)C.[Pd+2].C([O-])(=O)C>[C:12]([O:16][C:17]([N:19]1[CH2:24][CH2:23][CH:22]([NH:25][C:2]2[C:11]3[C:6](=[CH:7][CH:8]=[CH:9][CH:10]=3)[CH:5]=[CH:4][N:3]=2)[CH2:21][CH2:20]1)=[O:18])([CH3:15])([CH3:13])[CH3:14] |f:4.5.6|. Reported procedure: To a degassed solution of 1-chloro-isoquinoline (1.00 g, 6.11 mmol, 1.0 equiv; commercially available) and 4-amino-piperidine-1-carboxylic acid tert-butyl ester (1.47 g, 7.34 mmol, 1.2 equiv; commercially available) in dimethoxyethane (15 mL) was added KOtert-Bu (0.96 g, 8.56 mmol, 1.4 equiv), (R)-(−)-1-[(S)-2-(dicyclohexyl-phosphino)-ferrocenyl]ethyl-di-tert-butylphosphine (3.39 mg, 0.0061 mmol, 0.1 mol %; Josiphos ligand [CAS RN 158923-11-6]; commercially available from Strem Chemicals, USA) a... The reactants are O=C1C(CCCC2=C1C=NC=C2)CC(=O)O (9-oxo-6,7,8,9-tetrahydro-5H-cyclohepta[c]pyridine-8-acetic acid), ClC1=CC=C(C=C1)NN (4-chlorophenylhydrazine), Cl (hydrogen chloride). The solvent is CCOCC (ether), O1CCOCC1 (dioxan). Product: Cl.ClC=1C=C(C=CC1Cl)N1N=C2C(CC1=O)CCCC1=C2C=NC=C1 (2-(3,4-Dichlorophenyl)-2,4,4a,5,6,7-hexahydropyrido[4',3':6,7]cyclohepta[1,2-c]-pyridazin-3-one hydrochloride). Reaction SMILES: O=[C:2]1[C:8]2[CH:9]=[N:10][CH:11]=[CH:12][C:7]=2[CH2:6][CH2:5][CH2:4][CH:3]1[CH2:13][C:14]([OH:16])=O.[Cl:17][C:18]1[CH:23]=[CH:22][C:21]([NH:24][NH2:25])=[CH:20][CH:19]=1.[ClH:26]>CCOCC.O1CCOCC1>[ClH:17].[Cl:26][C:19]1[CH:20]=[C:21]([N:24]2[C:14](=[O:16])[CH2:13][CH:3]3[CH2:4][CH2:5][CH2:6][C:7]4[CH:12]=[CH:11][N:10]=[CH:9][C:8]=4[C:2]3=[N:25]2)[CH:22]=[CH:23][C:18]=1[Cl:17] |f:5.6|. Procedure: Prepared according to the method described in Example 1 from 9-oxo-6,7,8,9-tetrahydro-5H-cyclohepta[c]pyridine-8-acetic acid and 4-chlorophenylhydrazine, the compound being dissolved in ether and hydrogen chloride in dioxan added to precipitate the hydrochloride salt. The reactants are BrC=1C=C2C(C(=O)OC2=O)=CC1 (4-bromophthalic anhydride), C(=O)(N1C=NC=C1)N1C=NC=C1 (1,1′-carbonyldiimidazole), COC([C@@H](NC(=O)OC(C)(C)C)CC1=CC=C(C=C1)N)=O (4-amino-N-[(1,1-dimethylethoxy)carbonyl]-L-phenylalanine methyl ester). The solvent is ClCCl (dichloromethane), ClCCl (dichloromethane), O (water). Reaction conditions: time 15 hour. Yields the product COC([C@@H](NC(=O)OC(C)(C)C)CC1=CC=C(C=C1)N1C(C2=CC=C(C=C2C1=O)Br)=O)=O (4-(5-Bromo-1,3-Dioxo-2H-Isoindol-2-yl)-N-[(1,1-dimethylethoxy)carbonyl]-L-phenylalanine methyl ester). As a reaction SMILES: [CH3:1][O:2][C:3](=[O:21])[C@H:4]([CH2:13][C:14]1[CH:19]=[CH:18][C:17]([NH2:20])=[CH:16][CH:15]=1)[NH:5][C:6]([O:8][C:9]([CH3:12])([CH3:11])[CH3:10])=[O:7].[Br:22][C:23]1[CH:24]=[C:25]2[C:30](=O)[O:29][C:27](=[O:28])[C:26]2=[CH:32][CH:33]=1.C(N1C=CN=C1)(N1C=CN=C1)=O>ClCCl.O>[CH3:1][O:2][C:3](=[O:21])[C@H:4]([CH2:13][C:14]1[CH:19]=[CH:18][C:17]([N:20]2[C:30](=[O:29])[C:25]3[C:26](=[CH:32][CH:33]=[C:23]([Br:22])[CH:24]=3)[C:27]2=[O:28])=[CH:16][CH:15]=1)[NH:5][C:6]([O:8][C:9]([CH3:12])([CH3:10])[CH3:11])=[O:7]. Procedure details: To a suspension of 4-amino-N-[(1,1-dimethylethoxy)carbonyl]-L-phenylalanine methyl ester (6.78 mmol, 1.99 g) in dichloromethane (90 mL) was added a solution of 4-bromophthalic anhydride (6.78 mmol, 1.54 g) in dichloromethane (30 mL) and 1,1′-carbonyldiimidazole (6.78 mmol, 1.1 g) at room temperature. The resulting solution was stirred for 15 h at which time TLC analysis of the mixture indicated the absence of starting material. The mixture was diluted with water (100 mL) and layers were separate...